Task: describe an organic reaction: reactants, conditions, products, and yield. Dataset: the Open Reaction Database (ORD), a public repository of structured organic reaction records Yield: 79.1%. The reactants are C(C1=CC=CC=C1)OC(=O)N1[C@H](C(=O)O)CC(C1)=O (1-benzyloxycarbonyl-4-keto-(S)-proline), O (water), C(CS)S (1,2-ethanedithiol), B(F)(F)F.CCOCC (boron trifluoride etherate). Run in C(C)(=O)O (acetic acid), C(C)(=O)OCC (ethyl acetate), CCOCC (ether). Yields the product C(C1=CC=CC=C1)OC(=O)N1CC2(SCCS2)C[C@H]1C(=O)O (7-benzyloxycarbonyl-1,4-dithia-7-azaspiro[4.4]nonane-8(S)-carboxylic acid). Procedure: Dissolve 1-benzyloxycarbonyl-4-keto-(S)-proline (15.7 g, 60 mmol) in acetic acid (45 ml) and ethyl acetate (45 ml), add 1,2-ethanedithiol (6.2 g, 66 mmol) and stir under nitrogen. Add boron trifluoride etherate (redistilled) and stir 4 hours. Pour the reaction mixture into a mixture of water (175 ml) ethyl acetate (120 ml) and ether (60 ml). Wash the organic layer with water (3×175 ml) then extract twice with 1.0 N sodium bicarbonate (150 ml, then 50 ml). Acidify the aqueous layer to pH 1 with c... As a reaction SMILES: [CH2:1]([O:8][C:9]([N:11]1[CH2:18][C:17](=O)[CH2:16][C@H:12]1[C:13]([OH:15])=[O:14])=[O:10])[C:2]1[CH:7]=[CH:6][CH:5]=[CH:4][CH:3]=1.[CH2:20]([SH:23])[CH2:21][SH:22].B(F)(F)F.CCOCC.O>C(O)(=O)C.C(OCC)(=O)C.CCOCC>[CH2:1]([O:8][C:9]([N:11]1[C@H:12]([C:13]([OH:15])=[O:14])[CH2:16][C:17]2([S:23][CH2:20][CH2:21][S:22]2)[CH2:18]1)=[O:10])[C:2]1[CH:7]=[CH:6][CH:5]=[CH:4][CH:3]=1 |f:2.3|. Reactants: CS(C)=O, Cc1ccc2c(c1)ncn2-c1cccc(CCl)c1, ClCCl, O, c1c[nH]cn1. Product: Cc1ccc2c(c1)ncn2-c1cccc(Cn2ccnc2)c1. As a reaction SMILES: [CH3:24][S:25]([CH3:26])=[O:27].[Cl:1][CH2:2][c:3]1[cH:4][c:5](-[n:9]2[cH:10][n:11][c:12]3[c:13]2[cH:14][cH:15][c:16]([CH3:18])[cH:17]3)[cH:6][cH:7][cH:8]1.[Cl:28][CH2:29][Cl:30].[OH2:31].[nH:19]1[cH:20][n:21][cH:22][cH:23]1>>[CH2:2]([c:3]1[cH:4][c:5](-[n:9]2[cH:10][n:11][c:12]3[c:13]2[cH:14][cH:15][c:16]([CH3:18])[cH:17]3)[cH:6][cH:7][cH:8]1)[n:19]1[cH:20][n:21][cH:22][cH:23]1. Reactants: COc1ccc(-c2c(C)nc3sccn3c2=O)cc1, CC[O-], CCO, COc1cccc(C=O)c1OCC1CC1, [Na+]. Product: COc1ccc(-c2c(C=Cc3cccc(OC)c3OCC3CC3)nc3sccn3c2=O)cc1. As a reaction SMILES: [CH3:1][O:2][c:3]1[cH:4][cH:5][c:6](-[c:9]2[c:10]([CH3:19])[n:11][c:12]3[n:13]([c:14]2=[O:15])[cH:16][cH:17][s:18]3)[cH:7][cH:8]1.[CH3:36][CH2:37][O-:38].[CH3:39][CH2:40][OH:41].[CH:20]1([CH2:23][O:24][c:25]2[c:26]([CH:27]=[O:28])[cH:29][cH:30][cH:31][c:32]2[O:33][CH3:34])[CH2:21][CH2:22]1.[Na+:35]>>[CH3:1][O:2][c:3]1[cH:4][cH:5][c:6](-[c:9]2[c:10]([CH:19]=[CH:27][c:26]3[c:25]([O:24][CH2:23][CH:20]4[CH2:21][CH2:22]4)[c:32]([O:33][CH3:34])[cH:31][cH:30][cH:29]3)[n:11][c:12]3[n:13]([c:14]2=[O:15])[cH:16][cH:17][s:18]3)[cH:7][cH:8]1. Starting materials: ClCC=1C=C2C(CCC(C2=CC1)(C)C)(C)C (6-chloromethyl-1,2,3,4-tetrahydro-1,1,4,4-tetramethylnaphthalene), [N-]=[N+]=[N-].[Na+] (sodium azide), C(C)(=O)OCC (ethyl acetate). The solvent is CN(C)C=O (DMF), hexanes. Conditions: time 8 hour. The product is desired product, N(=[N+]=[N-])CC=1C=C2C(CCC(C2=CC1)(C)C)(C)C (6-azidomethyl-1,2,3,4-tetrahydro-1,1,4,4-tetramethylnaphthalene). Yield: 97.0%. Reaction SMILES: Cl[CH2:2][C:3]1[CH:4]=[C:5]2[C:10](=[CH:11][CH:12]=1)[C:9]([CH3:14])([CH3:13])[CH2:8][CH2:7][C:6]2([CH3:16])[CH3:15].[N-:17]=[N+:18]=[N-:19].[Na+].C(OCC)(=O)C>CN(C=O)C>[N:17]([CH2:2][C:3]1[CH:4]=[C:5]2[C:10](=[CH:11][CH:12]=1)[C:9]([CH3:14])([CH3:13])[CH2:8][CH2:7][C:6]2([CH3:16])[CH3:15])=[N+:18]=[N-:19] |f:1.2|. Procedure details: To a solution of 6-chloromethyl-1,2,3,4-tetrahydro-1,1,4,4-tetramethylnaphthalene (10 g, 42.2 mmol, 1.00 mmol equiv.) in DMF (84 mL) is added sodium azide (13.7 g, 211.2 mmol, 5.00 mmol equiv.) at room temperature and the reaction contents are stirred overnight. The reaction is checked by TLC (5% ethyl acetate in hexanes). The reaction is terminated by pouring the reaction contents into water and extracting with ethyl acetate. The organic solvents are removed in vacuo and the crude product filte... Starting materials: C(C)(C)C(C#N)C1=CC=C(C=C1)OC(F)(F)F (α-isopropyl-4-trifluoromethoxyphenylacetonitrile), [OH-].[K+] (potassium hydroxide), C(CO)O (ethylene glycol). Run in O (water), O (water). Reaction conditions: temperature 140 celsius. Product: C(C)(C)C(C(=O)O)C1=CC=C(C=C1)OC(F)(F)F (α-isopropyl-4-(trifluoromethoxy)phenylacetic acid). RXN SMILES: [CH:1]([CH:4]([C:7]1[CH:12]=[CH:11][C:10]([O:13][C:14]([F:17])([F:16])[F:15])=[CH:9][CH:8]=1)[C:5]#N)([CH3:3])[CH3:2].[OH-:18].[K+].C(O)C[OH:22]>O>[CH:1]([CH:4]([C:7]1[CH:12]=[CH:11][C:10]([O:13][C:14]([F:17])([F:16])[F:15])=[CH:9][CH:8]=1)[C:5]([OH:22])=[O:18])([CH3:3])[CH3:2] |f:1.2|. Procedure: A mixture of α-isopropyl-4-trifluoromethoxyphenylacetonitrile (2.0 g), potassium hydroxide (3.0 g) in ethylene glycol (35 ml) and water (3 ml) is heated at 140° C. for 8 hours. The solution is poured into water and extracted with ether (2×10 ml). The aqueous layer is acidified with dilute hydrochloric acid and extracted with ether (3×11 ml), washed with water (1×25 ml), dried (Na2SO4) and evaporated to an oil (1.23 g); IR (neat) 1700 cm-1. Reactants: O=C([O-])[O-], COC(=O)CCn1cc(-c2c(-c3ccccc3)nn3ccccc23)cc(C#N)c1=O, CCO, Cl, [K+], [K+]. Product: N#Cc1cc(-c2c(-c3ccccc3)nn3ccccc23)cn(CCC(=O)O)c1=O. As a reaction SMILES: [C:31](=[O:32])([O-:33])[O-:34].[CH3:1][O:2][C:3](=[O:4])[CH2:5][CH2:6][n:7]1[c:8](=[O:30])[c:9]([C:28]#[N:29])[cH:10][c:11](-[c:13]2[c:14](-[c:22]3[cH:23][cH:24][cH:25][cH:26][cH:27]3)[n:15][n:16]3[c:17]2[cH:18][cH:19][cH:20][cH:21]3)[cH:12]1.[CH3:38][CH2:39][OH:40].[ClH:37].[K+:35].[K+:36]>>[O:2]=[C:3]([OH:4])[CH2:5][CH2:6][n:7]1[c:8](=[O:30])[c:9]([C:28]#[N:29])[cH:10][c:11](-[c:13]2[c:14](-[c:22]3[cH:23][cH:24][cH:25][cH:26][cH:27]3)[n:15][n:16]3[c:17]2[cH:18][cH:19][cH:20][cH:21]3)[cH:12]1. The reactants are FC1=CC=C(C=C1)C=1N=C2N(N=C(C=C2)N2CCN(CC2)C)C1I (2-(4-fluorophenyl)-3-iodo-6-(4-methylpiperazin-1-yl)imidazo[1,2-b]pyridazine), C(OC)COC (dimethoxyethane), N1=CC=C(C=C1)B(O)O ((pyrid-4-yl)boronic acid), C([O-])(O)=O.[Na+] (sodium bicarbonate), N1=CC=C(C=C1)B(O)O ((pyrid-4-yl)boronic acid), complex. Reaction conditions: time 24 hour. Isolated yield 100.6%. RXN SMILES: [F:1][C:2]1[CH:7]=[CH:6][C:5]([C:8]2[N:9]=[C:10]3[CH:15]=[CH:14][C:13]([N:16]4[CH2:21][CH2:20][N:19]([CH3:22])[CH2:18][CH2:17]4)=[N:12][N:11]3[C:23]=2I)=[CH:4][CH:3]=1.C(COC)OC.C(=O)(O)[O-].[Na+].[N:36]1[CH:41]=[CH:40][C:39](B(O)O)=[CH:38][CH:37]=1>C1C=CC(P(C2C=CC=CC=2)[C-]2C=CC=C2)=CC=1.C1C=CC(P(C2C=CC=CC=2)[C-]2C=CC=C2)=CC=1.Cl[Pd]Cl.[Fe+2].C1C=CC(P(C2C=CC=CC=2)[C-]2C=CC=C2)=CC=1.C1C=CC(P(C2C=CC=CC=2)[C-]2C=CC=C2)=CC=1.Cl[Pd]Cl.[Fe+2].ClCCl.O.ClCCl>[F:1][C:2]1[CH:7]=[CH:6][C:5]([C:8]2[N:9]=[C:10]3[CH:15]=[CH:14][C:13]([N:16]4[CH2:21][CH2:20][N:19]([CH3:22])[CH2:18][CH2:17]4)=[N:12][N:11]3[C:23]=2[C:39]2[CH:40]=[CH:41][N:36]=[CH:37][CH:38]=2)=[CH:4][CH:3]=1 |f:2.3,5.6.7.8,9.10.11.12.13|. Reagents/catalysts: C1=CC=C(C=C1)P([C-]2C=CC=C2)C3=CC=CC=C3.C1=CC=C(C=C1)P([C-]2C=CC=C2)C3=CC=CC=C3.Cl[Pd]Cl.[Fe+2].ClCCl ([1,1′-bis(diphenylphosphino)ferrocene]dichloropalladium(II) dichloromethane), C1=CC=C(C=C1)P([C-]2C=CC=C2)C3=CC=CC=C3.C1=CC=C(C=C1)P([C-]2C=CC=C2)C3=CC=CC=C3.Cl[Pd]Cl.[Fe+2] ([1,1′-bis(diphenylphosphino)ferrocene]dichloropalladium(II)). The product is FC1=CC=C(C=C1)C=1N=C2N(N=C(C=C2)N2CCN(CC2)C)C1C1=CC=NC=C1 (2-(4-Fluorophenyl)-6-(4-methylpiperazin-1-yl)-3-pyrid-4-ylimidazo[1,2-b]pyridazine). Solvent: mixture, O (water), O (water), ClCCl (dichloromethane). Procedure details: To a suspension of 2.80 g (6.40 mmol) of 2-(4-fluorophenyl)-3-iodo-6-(4-methylpiperazin-1-yl)imidazo[1,2-b]pyridazine in 200 mL of a mixture of dimethoxyethane and water (9:1), are added 1.36 g (12.8 mmol) of sodium bicarbonate and 0.95 g (7.7 mmol) of (pyrid-4-yl)boronic acid. After sparging with a stream of argon for a few moments, 0.21 g (0.26 mmol) of a complex of [1,1′-bis(diphenylphosphino)ferrocene]dichloropalladium(II) and dichloromethane (PdCl2(dppf).CH2Cl2) is added and the reaction mi...